This data is from the Open Reaction Database (ORD), a public repository of structured organic reaction records. The task is: describe an organic reaction: reactants, conditions, products, and yield Reactants: OC1=C(C(C(C2=CC=C(C=C12)SC)(C)C)=O)C(=O)NCC(=O)OC(C)(C)C (1,1-dimethylethyl N-((4-hydroxy-1,1-dimethyl-6-(methylthio)-2-oxo-naphthalen-3-yl)carbonyl)glycinate), C(=O)(C(F)(F)F)O (TFA). Yields the product OC1=C(C(C(C2=CC=C(C=C12)SC)(C)C)=O)C(=O)NCC(=O)O (N-((4-Hydroxy-1,1-dimethyl-6-(methylthio)-2-oxo-naphthalen-3-yl)carbonyl)glycine). Isolated yield 97.2%. RXN SMILES: [OH:1][C:2]1[C:11]2[C:6](=[CH:7][CH:8]=[C:9]([S:12][CH3:13])[CH:10]=2)[C:5]([CH3:15])([CH3:14])[C:4](=[O:16])[C:3]=1[C:17]([NH:19][CH2:20][C:21]([O:23]C(C)(C)C)=[O:22])=[O:18].C(O)(C(F)(F)F)=O>>[OH:1][C:2]1[C:11]2[C:6](=[CH:7][CH:8]=[C:9]([S:12][CH3:13])[CH:10]=2)[C:5]([CH3:14])([CH3:15])[C:4](=[O:16])[C:3]=1[C:17]([NH:19][CH2:20][C:21]([OH:23])=[O:22])=[O:18]. Procedure: A solution of 1,1-dimethylethyl N-((4-hydroxy-1,1-dimethyl-6-(methylthio)-2-oxo-naphthalen-3-yl)carbonyl)glycinate (0.180 g, 0.460 mmol) in TFA (0.0342 mL, 0.460 mmol) was stirred at 25° C. for 10 minutes. The solution was concentrated, azeotroped in DCM (2×300 mL), and dried in vacuo to give the title compound (0.150 g). MS m/e=336 (M+H)+. Calculated for C16H17NO5S 335.08. Starting materials: CC=1N=C2SC=CN2C1C(=O)O (6-methyl-imidazo[2.1-b]thiazole-5-carboxylic acid), N1(CCOCC1)CC1=CC2=C(NC(=N2)C2=NNC=C2N)C=C1 (3-(5-morpholin-4-ylmethyl-1H-benzimidazol-2-yl)-1H-pyrazol-4-ylamine), C(CCl)Cl (EDC). Solvent: CN(C)C=O (DMF). Conditions: time 20 hour. Yields the product N1(CCOCC1)CC1=CC2=C(NC(=N2)C2=NNC=C2NC(=O)C2=C(N=C3SC=CN32)C)C=C1 (6-methyl-imidazo[2.1-b]thiazole-5-carboxylic acid [3-(5-morpholin-4-ylmethyl-1H-benzoimidazol-2-yl)-1H-pyrazol-4-yl]-amide). RXN SMILES: [CH3:1][C:2]1[N:3]=[C:4]2[N:8]([C:9]=1[C:10]([OH:12])=O)[CH:7]=[CH:6][S:5]2.[N:13]1([CH2:19][C:20]2[CH:34]=[CH:33][C:23]3[NH:24][C:25]([C:27]4[C:31]([NH2:32])=[CH:30][NH:29][N:28]=4)=[N:26][C:22]=3[CH:21]=2)[CH2:18][CH2:17][O:16][CH2:15][CH2:14]1.C(Cl)CCl>CN(C=O)C>[N:13]1([CH2:19][C:20]2[CH:34]=[CH:33][C:23]3[NH:24][C:25]([C:27]4[C:31]([NH:32][C:10]([C:9]5[N:8]6[C:4]([S:5][CH:6]=[CH:7]6)=[N:3][C:2]=5[CH3:1])=[O:12])=[CH:30][NH:29][N:28]=4)=[N:26][C:22]=3[CH:21]=2)[CH2:18][CH2:17][O:16][CH2:15][CH2:14]1. Procedure: A mixture of 6-methyl-imidazo[2.1-b]thiazole-5-carboxylic acid (Bionet) (61 mg, 0.33 mmol), 3-(5-morpholin-4-ylmethyl-1H-benzimidazol-2-yl)-1H-pyrazol-4-ylamine (100 mg, (133 mmol), EDC (77 mg 0.39 mmol) and IIOAt (54 mg, 0.39 mmol) was stirred in DMF (3 ml) at 80° C. for 1 h then at ambient temperature for 20 h. The mixture was reduced in vacuo and the residue was partitioned between EtOAc and saturated NaHCO. The organic portion was washed with brine, dried (MgSO4) and reduced in vacuo. The re... As a reaction SMILES: C(OC([N:11]1[CH2:15][C:14](=[O:16])[N:13]=[C:12]1[NH:17][CH2:18][C:19]1[CH:24]=[CH:23][C:22]([F:25])=[CH:21][C:20]=1[Cl:26])=O)C1C=CC=CC=1.[N:27]1[C:36]2[C:31](=[N:32][C:33]([CH:37]=O)=[CH:34][CH:35]=2)[CH:30]=[CH:29][CH:28]=1.N1CCCCC1>CC(O)C>[Cl:26][C:20]1[CH:21]=[C:22]([F:25])[CH:23]=[CH:24][C:19]=1[CH2:18][NH:17][C:12]1[NH:11][C:15](=[CH:37][C:33]2[CH:34]=[CH:35][C:36]3[C:31](=[CH:30][CH:29]=[CH:28][N:27]=3)[N:32]=2)[C:14](=[O:16])[N:13]=1. Reported procedure: To a mixture of 2-(2-chloro-4-fluoro-benzylamino)-4-oxo-4,5-dihydro-imidazole-1-carboxylic acid benzyl ester (70.1 mg, 0.19 mmol), 1,5-naphthyridine-6-carboxaldehyde (28.7 mg, 0.18 mmol) and iPrOH (5.0 mL) in a 25-mL round bottom flask was added piperidine (0.05 mL) and the suspension was then heated under refluxing for 4 hrs to give a suspension. The reaction mixture was cooled to r.t. and the solid was collected by filtration, washed with MeOH, and ether to give 2-(2-chloro-4-fluoro-benzylamin... The solvent is CC(C)O (iPrOH). The reactants are C(C1=CC=CC=C1)OC(=O)N1C(=NC(C1)=O)NCC1=C(C=C(C=C1)F)Cl (2-(2-chloro-4-fluoro-benzylamino)-4-oxo-4,5-dihydro-imidazole-1-carboxylic acid benzyl ester), N1=CC=CC2=NC(=CC=C12)C=O (1,5-naphthyridine-6-carboxaldehyde), N1CCCCC1 (piperidine). The product is ClC1=C(CNC=2NC(C(N2)=O)=CC2=NC3=CC=CN=C3C=C2)C=CC(=C1)F (2-(2-chloro-4-fluoro-benzylamino)-5-[1,5]naphthyridin-2-ylmethylene-1,5-dihydro-imidazol-4-one). The reactants are 23, C=1N=C(C2=C(N1)N(C=N2)[C@H]3[C@@H]([C@@H]([C@H](O3)COP(=O)(O)OP(=O)(O)OC[C@@H]4[C@H]([C@H]([C@@H](O4)N5C=CCC(=C5)C(=O)N)O)O)O)O)N (NADH), C1=CC(=C[N+](=C1)[C@H]2[C@@H]([C@@H]([C@H](O2)COP(=O)(O)OP(=O)(O)OC[C@@H]3[C@H]([C@H]([C@@H](O3)N4C=NC5=C4N=CN=C5N)O)O)O)O)C(=O)N (NAD+). Run at temperature 100 celsius, time 20 minute. Product: C=1N=C(C2=C(N1)N(C=N2)[C@H]3[C@@H]([C@@H]([C@H](O3)COP(=O)(O)OP(=O)(O)OC[C@@H]4[C@H]([C@H]([C@@H](O4)N5C=CCC(=C5)C(=O)N)O)O)O)OP(=O)(O)O)N (NADPH), C1=CC(=C[N+](=C1)[C@H]2[C@@H]([C@@H]([C@H](O2)COP(=O)(O)OP(=O)(O)OC[C@@H]3[C@H]([C@H]([C@@H](O3)N4C=NC5=C4N=CN=C5N)OP(=O)(O)O)O)O)O)C(=O)N (NADP+). Reaction SMILES: [CH:1]1[N:2]=[C:3]([NH2:44])[C:4]2[N:9]=[CH:8][N:7]([C@@H:10]3[O:14][C@H:13]([CH2:15][O:16][P:17]([O:20][P:21]([O:24][CH2:25][C@H:26]4[O:30][C@@H:29]([N:31]5[CH:36]=[C:35]([C:37]([NH2:39])=[O:38])[CH2:34][CH:33]=[CH:32]5)[C@H:28]([OH:40])[C@@H:27]4[OH:41])([OH:23])=[O:22])([OH:19])=[O:18])[C@@H:12]([OH:42])[C@H:11]3[OH:43])[C:5]=2[N:6]=1.[CH:45]1[CH:50]=[N+:49]([C@@H:51]2[O:55][C@H:54]([CH2:56][O:57][P:58]([O:61][P:62]([O:65][CH2:66][C@H:67]3[O:71][C@@H:70]([N:72]4[C:76]5[N:77]=[CH:78][N:79]=[C:80]([NH2:81])[C:75]=5[N:74]=[CH:73]4)[C@H:69]([OH:82])[C@@H:68]3[OH:83])([OH:64])=[O:63])([OH:60])=[O:59])[C@@H:53]([OH:84])[C@H:52]2[OH:85])[CH:48]=[C:47]([C:86]([NH2:88])=[O:87])[CH:46]=1>>[CH:1]1[N:2]=[C:3]([NH2:44])[C:4]2[N:9]=[CH:8][N:7]([C@@H:10]3[O:14][C@H:13]([CH2:15][O:16][P:17]([O:20][P:21]([O:24][CH2:25][C@H:26]4[O:30][C@@H:29]([N:31]5[CH:36]=[C:35]([C:37]([NH2:39])=[O:38])[CH2:34][CH:33]=[CH:32]5)[C@H:28]([OH:40])[C@@H:27]4[OH:41])([OH:23])=[O:22])([OH:19])=[O:18])[C@@H:12]([OH:42])[C@H:11]3[O:43][P:58]([OH:60])([OH:59])=[O:57])[C:5]=2[N:6]=1.[CH:45]1[CH:50]=[N+:49]([C@@H:51]2[O:55][C@H:54]([CH2:56][O:57][P:58]([O:61][P:62]([O:65][CH2:66][C@H:67]3[O:71][C@@H:70]([N:72]4[C:76]5[N:77]=[CH:78][N:79]=[C:80]([NH2:81])[C:75]=5[N:74]=[CH:73]4)[C@H:69]([O:82][P:17]([OH:19])([OH:18])=[O:16])[C@@H:68]3[OH:83])([OH:64])=[O:63])([OH:60])=[O:59])[C@@H:53]([OH:84])[C@H:52]2[OH:85])[CH:48]=[C:47]([C:86]([NH2:88])=[O:87])[CH:46]=1. Procedure details: To 0.9 ml of each of the above substrate solutions containing NADH or NAD+ was added 0.1 ml of 23 U/ml of the present enzyme, and the reaction was carried out at 30° C. for 20 minutes. Then, the reaction was terminated by heat treatment at 100° C. for 2 minutes, and the denatured protein was removed, after which the amount of NADPH or NADP+ produced by the reaction of the corresponding substrate was measured as follows. As a control solution, there was used a mixture of each substrate solution a... Yields the product COCCOC1C(O)C(CO)OC1n1ccc(N)nc1=O. RXN SMILES: [CH3:1][O:2][CH2:3][CH2:4][O:5][CH:6]1[CH:7]([n:14]2[c:15](=[O:16])[nH:17][c:18](=[O:19])[cH:20][cH:21]2)[O:8][CH:9]([CH2:12][OH:13])[CH:10]1[OH:11].[CH3:22][N:23]1[CH2:24][CH2:25][CH2:26][CH2:27]1.[CH3:61][C:62]#[N:63].[Cl:28][Si:29]([CH3:30])([CH3:31])[CH3:32].[F:33][C:34]([F:35])([F:36])[C:37]([O:38][C:39](=[O:40])[C:41]([F:42])([F:43])[F:44])=[O:45].[Na+:56].[OH:46][c:47]1[cH:48][cH:49][c:50]([N+:51](=[O:52])[O-:53])[cH:54][cH:55]1.[OH:57][C:58](=[O:59])[O-:60]>>[CH3:1][O:2][CH2:3][CH2:4][O:5][CH:6]1[CH:7]([n:14]2[c:15](=[O:16])[n:17][c:18]([NH2:23])[cH:20][cH:21]2)[O:8][CH:9]([CH2:12][OH:13])[CH:10]1[OH:11]. Reactants: COCCOC1C(O)C(CO)OC1n1ccc(=O)[nH]c1=O, CN1CCCC1, CC#N, C[Si](C)(C)Cl, O=C(OC(=O)C(F)(F)F)C(F)(F)F, [Na+], O=[N+]([O-])c1ccc(O)cc1, O=C([O-])O.